Dataset: the Open Reaction Database (ORD), a public repository of structured organic reaction records. Task: describe an organic reaction: reactants, conditions, products, and yield Starting materials: CC(Br)Br, CC(Cn1ncc2ccc(OCC3CO3)c(Br)c21)O[Si](C)(C)C(C)(C)C, C1CCOC1, [Mg]. Yields the product CC(Cn1ncc2ccc(OCC(O)CBr)c(Br)c21)O[Si](C)(C)C(C)(C)C. Reaction SMILES: [Br:2][CH:3]([Br:4])[CH3:5].[Br:6][c:7]1[c:8]([O:27][CH2:28][CH:29]2[O:30][CH2:31]2)[cH:9][cH:10][c:11]2[cH:12][n:13][n:14]([CH2:16][CH:17]([CH3:18])[O:19][Si:20]([CH3:21])([CH3:22])[C:23]([CH3:24])([CH3:25])[CH3:26])[c:15]12.[CH2:32]1[O:33][CH2:34][CH2:35][CH2:36]1.[Mg:1]>>[Br:2][CH2:31][CH:29]([CH2:28][O:27][c:8]1[c:7]([Br:6])[c:15]2[c:11]([cH:10][cH:9]1)[cH:12][n:13][n:14]2[CH2:16][CH:17]([CH3:18])[O:19][Si:20]([CH3:21])([CH3:22])[C:23]([CH3:24])([CH3:25])[CH3:26])[OH:30]. The reactants are ClC1=C(C=CC(=C1)Cl)N(C(OCC)=O)C1=C(C=C(C=C1C(F)(F)F)[N+](=O)[O-])[N+](=O)[O-] (Ethyl 2,4-dichlorophenyl[2,4-dinitro-6-(trifluoromethyl)phenyl]carbamate), C([O-])(O)=O.[Na+] (sodium bicarbonate). The reagents and catalysts are [Cl-].[Ti+3].[Cl-].[Cl-] (titanium(III) chloride). Run in CO (methanol). Conditions: time 2 hour. Product: NC1=C(C(=CC(=C1)N)C(F)(F)F)N(C(OCC)=O)C1=C(C=C(C=C1)Cl)Cl (ethyl 2,4-diamino-6-(trifluoromethyl)phenyl(2,4-dichlorophenyl)carbamate). The yield is 97.0%. Reaction SMILES: [Cl:1][C:2]1[CH:7]=[C:6]([Cl:8])[CH:5]=[CH:4][C:3]=1[N:9]([C:15]1[C:20]([C:21]([F:24])([F:23])[F:22])=[CH:19][C:18]([N+:25]([O-])=O)=[CH:17][C:16]=1[N+:28]([O-])=O)[C:10](=[O:14])[O:11][CH2:12][CH3:13].C(=O)(O)[O-].[Na+]>CO.[Cl-].[Ti+3].[Cl-].[Cl-]>[NH2:28][C:16]1[CH:17]=[C:18]([NH2:25])[CH:19]=[C:20]([C:21]([F:23])([F:24])[F:22])[C:15]=1[N:9]([C:3]1[CH:4]=[CH:5][C:6]([Cl:8])=[CH:7][C:2]=1[Cl:1])[C:10](=[O:14])[O:11][CH2:12][CH3:13] |f:1.2,4.5.6.7|. Procedure details: Ethyl 2,4-dichlorophenyl[2,4-dinitro-6-(trifluoromethyl)phenyl]carbamate (1.4027 g) was dissolved in methanol (80 ml), and to the solution was added titanium(III) chloride solution (27.731 g) under ice-cooling. The reaction mixture was stirred for 2 hours. To the reaction mixture was added saturated aqueous sodium bicarbonate solution (600 ml), and the mixture was extracted 2 times with ethyl acetate. The organic layer was washed with saturated brine, dried over anhydrous magnesium sulfate, and ...